From a dataset of the Open Reaction Database (ORD), a public repository of structured organic reaction records. describe an organic reaction: reactants, conditions, products, and yield The reactants are [C-]#N, CCOC(C)=O, N#C[K], O=N[O-], Nc1cc(-c2noc(-c3sccc3Cl)n2)ccc1Cl, [Na+], [Na+], [Na+], O=C([O-])[O-], O, O=S(=O)(O)O. The product is N#Cc1cc(-c2noc(-c3sccc3Cl)n2)ccc1Cl. RXN SMILES: [C-:24]#[N:25].[CH3:41][CH2:42][O:43][C:44](=[O:45])[CH3:46].[K:26][C:27]#[N:28].[N:1]([O-:2])=[O:3].[NH2:5][c:6]1[cH:7][c:8](-[c:13]2[n:14][o:15][c:16](-[c:18]3[s:19][cH:20][cH:21][c:22]3[Cl:23])[n:17]2)[cH:9][cH:10][c:11]1[Cl:12].[Na+:29].[Na+:30].[Na+:4].[O-:31][C:32](=[O:33])[O-:34].[OH2:40].[S:35](=[O:36])(=[O:37])([OH:38])[OH:39]>>[c:6]1([C:27]#[N:28])[cH:7][c:8](-[c:13]2[n:14][o:15][c:16](-[c:18]3[s:19][cH:20][cH:21][c:22]3[Cl:23])[n:17]2)[cH:9][cH:10][c:11]1[Cl:12]. The reactants are CC(=O)N1CCc2cc(NC(=O)OCC(Cl)(Cl)Cl)ccc21, CS(C)=O, CCN(C(C)C)C(C)C, O, c1ccc(-c2nsc(N3CCNCC3)n2)cc1. The product is CC(=O)N1CCc2cc(NC(=O)N3CCN(c4nc(-c5ccccc5)ns4)CC3)ccc21. RXN SMILES: [C:1]([CH3:2])(=[O:3])[N:4]1[CH2:5][CH2:6][c:7]2[cH:8][c:9]([NH:13][C:14]([O:15][CH2:16][C:17]([Cl:18])([Cl:19])[Cl:20])=[O:21])[cH:10][cH:11][c:12]21.[CH3:48][S:49]([CH3:50])=[O:51].[CH:39]([N:40]([CH:41]([CH3:42])[CH3:43])[CH2:44][CH3:45])([CH3:46])[CH3:47].[OH2:52].[c:22]1(-[c:28]2[n:29][s:30][c:31]([N:33]3[CH2:34][CH2:35][NH:36][CH2:37][CH2:38]3)[n:32]2)[cH:23][cH:24][cH:25][cH:26][cH:27]1>>[C:1]([CH3:2])(=[O:3])[N:4]1[CH2:5][CH2:6][c:7]2[cH:8][c:9]([NH:13][C:14](=[O:21])[N:36]3[CH2:35][CH2:34][N:33]([c:31]4[s:30][n:29][c:28](-[c:22]5[cH:23][cH:24][cH:25][cH:26][cH:27]5)[n:32]4)[CH2:38][CH2:37]3)[cH:10][cH:11][c:12]21. Starting materials: CN1CCCN(C)C1=O, O=C(CCc1ccc(O)cc1)Nc1ccc(Cl)c(C(F)(F)F)c1, CNC(=O)c1cc(Cl)ccn1, CN(C)C=O, O. Yields the product CNC(=O)c1cc(Oc2ccc(CCC(=O)Nc3ccc(Cl)c(C(F)(F)F)c3)cc2)ccn1. RXN SMILES: [CH3:1][N:2]1[CH2:3][CH2:4][CH2:5][N:6]([CH3:7])[C:8]1=[O:9].[Cl:15][c:16]1[c:17]([C:34]([F:35])([F:36])[F:37])[cH:18][c:19]([NH:22][C:23]([CH2:24][CH2:25][c:26]2[cH:27][cH:28][c:29]([OH:32])[cH:30][cH:31]2)=[O:33])[cH:20][cH:21]1.[Cl:38][c:39]1[cH:40][c:41]([C:45](=[O:46])[NH:47][CH3:48])[n:42][cH:43][cH:44]1.[O:10]=[CH:11][N:12]([CH3:13])[CH3:14].[OH2:49]>>[Cl:15][c:16]1[c:17]([C:34]([F:35])([F:36])[F:37])[cH:18][c:19]([NH:22][C:23]([CH2:24][CH2:25][c:26]2[cH:27][cH:28][c:29]([O:32][c:39]3[cH:40][c:41]([C:45](=[O:46])[NH:47][CH3:48])[n:42][cH:43][cH:44]3)[cH:30][cH:31]2)=[O:33])[cH:20][cH:21]1. Reactants: C1CCOC1, CCCCCCCCO, CC(C)(C)[O-], CCOC(C)=O, O=C(O)c1ccc(F)c(C(F)(F)F)c1, [K+]. Product: CCCCCCCCOc1ccc(C(=O)O)cc1C(F)(F)F. As a reaction SMILES: [CH2:10]1[O:11][CH2:12][CH2:13][CH2:14]1.[CH2:1]([CH2:2][CH2:3][CH2:4][CH2:5][CH2:6][CH2:7][CH3:8])[OH:9].[CH3:15][C:16]([CH3:17])([O-:18])[CH3:19].[CH3:35][CH2:36][O:37][C:38](=[O:39])[CH3:40].[F:21][c:22]1[c:23]([C:31]([F:32])([F:33])[F:34])[cH:24][c:25]([C:26](=[O:27])[OH:28])[cH:29][cH:30]1.[K+:20]>>[CH2:1]([CH2:2][CH2:3][CH2:4][CH2:5][CH2:6][CH2:7][CH3:8])[O:9][c:22]1[c:23]([C:31]([F:32])([F:33])[F:34])[cH:24][c:25]([C:26](=[O:27])[OH:28])[cH:29][cH:30]1. The reactants are c1ccc2c(c1)CCNC2, CN(C)c1ccccn1, ClCCl, CC(Nc1nccc(-n2cnc3ccccc32)n1)C1CCCN(C(=O)Oc2ccc([N+](=O)[O-])cc2)C1. The product is CC(Nc1nccc(-n2cnc3ccccc32)n1)C1CCCN(C(=O)NC2NCCc3ccccc32)C1. Reaction SMILES: [CH2:37]1[NH:38][CH2:39][CH2:40][c:41]2[cH:42][cH:43][cH:44][cH:45][c:46]21.[CH3:47][N:48]([c:49]1[cH:50][cH:51][cH:52][cH:53][n:54]1)[CH3:55].[Cl:56][CH2:57][Cl:58].[N+:1]([c:2]1[cH:3][cH:4][c:5]([O:6][C:11](=[O:12])[N:13]2[CH2:14][CH:15]([CH:19]([CH3:20])[NH:21][c:22]3[n:23][cH:24][cH:25][c:26](-[n:28]4[cH:29][n:30][c:31]5[c:32]4[cH:33][cH:34][cH:35][cH:36]5)[n:27]3)[CH2:16][CH2:17][CH2:18]2)[cH:7][cH:8]1)([O-:9])=[O:10]>>[C:11](=[O:12])([N:13]1[CH2:14][CH:15]([CH:19]([CH3:20])[NH:21][c:22]2[n:23][cH:24][cH:25][c:26](-[n:28]3[cH:29][n:30][c:31]4[c:32]3[cH:33][cH:34][cH:35][cH:36]4)[n:27]2)[CH2:16][CH2:17][CH2:18]1)[NH:48][CH:37]1[NH:38][CH2:39][CH2:40][c:41]2[cH:42][cH:43][cH:44][cH:45][c:46]21. The reactants are Cc1cccc(F)c1C(=O)O, O=C1CCC(=O)N1I, O=S(=O)(O)C(F)(F)F. The product is Cc1c(I)ccc(F)c1C(=O)O. As a reaction SMILES: [F:9][c:10]1[cH:11][cH:12][cH:13][c:14]([CH3:19])[c:15]1[C:16](=[O:17])[OH:18].[I:1][N:2]1[C:3](=[O:4])[CH2:5][CH2:6][C:7]1=[O:8].[OH:20][S:21]([C:22]([F:23])([F:24])[F:25])(=[O:26])=[O:27]>>[I:1][c:13]1[cH:12][cH:11][c:10]([F:9])[c:15]([C:16](=[O:17])[OH:18])[c:14]1[CH3:19].